From a dataset of the Open Reaction Database (ORD), a public repository of structured organic reaction records. describe an organic reaction: reactants, conditions, products, and yield Starting materials: [BH4-], CC12CC=C3C4=C(CCC3C1CCC2=O)CC1(CC4)OCCO1, CC(C)=O, CO, CCOC(C)=O, [Cl-], [Na+], [Na+], [Na+], [OH-], O. The product is CC12CC=C3C4=C(CCC3C1CCC2O)CC1(CC4)OCCO1. As a reaction SMILES: [BH4-:1].[CH2:3]1[O:4][C:5]2([CH2:6][C:7]3=[C:20]([C:19]4=[CH:18][CH2:17][C:15]5([CH3:16])[CH:11]([CH:10]4[CH2:9][CH2:8]3)[CH2:12][CH2:13][C:14]5=[O:23])[CH2:21][CH2:22]2)[O:24][CH2:25]1.[CH3:26][C:27](=[O:28])[CH3:29].[CH3:34][OH:35].[CH3:36][CH2:37][O:38][C:39](=[O:40])[CH3:41].[Cl-:31].[Na+:2].[Na+:30].[Na+:33].[OH-:32].[OH2:42]>>[CH2:3]1[O:4][C:5]2([CH2:6][C:7]3=[C:20]([C:19]4=[CH:18][CH2:17][C:15]5([CH3:16])[CH:11]([CH:10]4[CH2:9][CH2:8]3)[CH2:12][CH2:13][CH:14]5[OH:23])[CH2:21][CH2:22]2)[O:24][CH2:25]1.